Dataset: the Open Reaction Database (ORD), a public repository of structured organic reaction records. Task: describe an organic reaction: reactants, conditions, products, and yield RXN SMILES: [C:1]1([CH:7]([CH:10]=O)[CH:8]=O)[CH:6]=[CH:5][CH:4]=[CH:3][CH:2]=1.[CH3:12][NH:13][NH2:14]>C(O)C>[CH3:12][N:13]1[CH:10]=[C:7]([C:1]2[CH:6]=[CH:5][CH:4]=[CH:3][CH:2]=2)[CH:8]=[N:14]1. Yield: 102.1%. The solvent is C(C)O (ethanol). The product is CN1N=CC(=C1)C1=CC=CC=C1 (1-Methyl-4-phenyl-1H-pyrazole). The reactants are C1(=CC=CC=C1)C(C=O)C=O (2-phenylmalonaldehyde), CNN (N-methyl-hydrazine). Procedure details: 1 g of 2-phenylmalonaldehyde (6.75 mmol) were dissolved in 25 ml of ethanol. 0.36 ml of N-methyl-hydrazine (6.75 mmol) were added, the reaction mixture was stirred under reflux for 4 h, the solvent evaporated under reduced pressure to yield 1.09 g of the product. The reactants are ClC1=C(C=NC=C1)C1(CCC1)O (1-(4-chloropyridin-3-yl)cyclobutanol), FC(CO)(F)F (2,2,2-trifluoroethanol), CC(C)([O-])C.[K+] (potassium tert-butoxide). Solvent: CN(C)C=O (DMF). Run at time 20 minute. Yields the product FC(COC1=C(C=NC=C1)C1(CCC1)O)(F)F (1-[4-(2,2,2-Trifluoro-ethoxy)-pyridin-3-yl]-cyclobutanol). Yield: 79.2%. RXN SMILES: Cl[C:2]1[CH:7]=[CH:6][N:5]=[CH:4][C:3]=1[C:8]1([OH:12])[CH2:11][CH2:10][CH2:9]1.[F:13][C:14]([F:18])([F:17])[CH2:15][OH:16].CC(C)([O-])C.[K+]>CN(C=O)C>[F:13][C:14]([F:18])([F:17])[CH2:15][O:16][C:2]1[CH:7]=[CH:6][N:5]=[CH:4][C:3]=1[C:8]1([OH:12])[CH2:11][CH2:10][CH2:9]1 |f:2.3|. Procedure: To a solution of 1-(4-chloropyridin-3-yl)cyclobutanol (Example 108a, 0.83 g, 4.52 mmol) in dry DMF (20 ml) under an argon atmosphere was added 2,2,2-trifluoroethanol (CAN 75-89-8, 904 mg, 653 μl, 9.04 mmol) and potassium tert-butoxide (533 mg, 4.75 mmol). The reaction mixture was stirred at room temperature for 20 minutes and stirred at 90° C. for 18 hours. The reaction mixture was concentrated in vacuo. The residue was dissolved in ethylacetate and extracted with an 1.0M aqueous solution of sod... Starting materials: FC1=CC=C(C=C1)Cl (4-fluorophenyl chloride), C(C)(C)(C)O[Na] (t-BuONa), COC1=CC=C(C=C1)C(CC)=O (1-(4-methoxyphenyl)-1-propanone), P (phosphine). The reagents and catalysts are C(C)(=O)[O-].[Pd+2].C(C)(=O)[O-] (palladium acetate). Solvent: C1(=CC=CC=C1)C (toluene). The product is FC1=CC=C(C=C1)C(C(=O)C1=CC=C(C=C1)OC)C (2-(4′-Fluorophenyl)-1-(4′-methoxyphenyl)-1-propanone). The yield is 97.9%. Reaction SMILES: [F:1][C:2]1[CH:7]=[CH:6][C:5](Cl)=[CH:4][CH:3]=1.[CH3:9][O:10][C:11]1[CH:16]=[CH:15][C:14]([C:17](=[O:20])[CH2:18][CH3:19])=[CH:13][CH:12]=1.P.C(O[Na])(C)(C)C>C1(C)C=CC=CC=1.C([O-])(=O)C.[Pd+2].C([O-])(=O)C>[F:1][C:2]1[CH:7]=[CH:6][C:5]([CH:18]([CH3:19])[C:17]([C:14]2[CH:15]=[CH:16][C:11]([O:10][CH3:9])=[CH:12][CH:13]=2)=[O:20])=[CH:4][CH:3]=1 |f:5.6.7|. Procedure details: This reaction is carried out in the same manner as the reaction in example 3. The difference is that, the reactants are 4-fluorophenyl chloride (130.2 mg, 1.0 mmol), 1-(4-methoxyphenyl)-1-propanone (198.4 mg, 1.2 mmol), palladium acetate (11.1 mg, 0.050 mmol), 2-Methoxy-6-(N-methyl-N-phenyl-amino)phenyldicyclohexyl)phosphine (30.8 mg, 0.075 mmol), t-BuONa (115.0 mg, 1.2 mmol) in 3 mL dry toluene at 110° C. for 12 h. 2-(4′-Fluorophenyl)-1-(4′-methoxyphenyl)-1-propanone (252.8 mg, containing 19% o... Reactants: ClCCl, CN(C)C=O, O=C(Cl)C(=O)Cl, Nc1ccn(CCCO)n1, O=C1CCC(CC(C(=O)O)c2cccc(C(F)(F)F)c2)C1, Cc1cccc(C)n1. Yields the product O=C1CCC(CC(C(=O)Nc2ccn(CCCO)n2)c2cccc(C(F)(F)F)c2)C1. As a reaction SMILES: [CH2:46]([Cl:47])[Cl:48].[CH3:49][N:50]([CH3:51])[CH:52]=[O:53].[Cl:22][C:23]([C:24]([Cl:25])=[O:26])=[O:27].[NH2:28][c:29]1[n:30][n:31]([CH2:34][CH2:35][CH2:36][OH:37])[cH:32][cH:33]1.[O:1]=[C:2]1[CH2:3][CH:4]([CH2:7][CH:8]([C:9](=[O:10])[OH:11])[c:12]2[cH:13][c:14]([C:18]([F:19])([F:20])[F:21])[cH:15][cH:16][cH:17]2)[CH2:5][CH2:6]1.[n:38]1[c:39]([CH3:40])[cH:41][cH:42][cH:43][c:44]1[CH3:45]>>[O:1]=[C:2]1[CH2:3][CH:4]([CH2:7][CH:8]([C:9](=[O:11])[NH:28][c:29]2[n:30][n:31]([CH2:34][CH2:35][CH2:36][OH:37])[cH:32][cH:33]2)[c:12]2[cH:13][c:14]([C:18]([F:19])([F:20])[F:21])[cH:15][cH:16][cH:17]2)[CH2:5][CH2:6]1.